Dataset: the Open Reaction Database (ORD), a public repository of structured organic reaction records. Task: describe an organic reaction: reactants, conditions, products, and yield Reactants: C(C=C)OC=1C=C2C=3CCCC(C3NC2=CC1)CC(=O)OCC (ethyl 6-allyloxy-1,2,3,4-tetrahydrocarbazol-1-ylacetate), C1=CC(=CC=C1Cl)Cl (dichlorobenzene). Product: C(C=C)C1=C2C=3CCCC(C3NC2=CC=C1O)CC(=O)OCC (ethyl 5-allyl-6-hydroxy-1,2,3,4-tetrahydrocarbazol-1-ylacetate). As a reaction SMILES: C([O:4][C:5]1[CH:6]=[C:7]2[C:15](=[CH:16][CH:17]=1)[NH:14][C:13]1[CH:12]([CH2:18][C:19]([O:21][CH2:22][CH3:23])=[O:20])[CH2:11][CH2:10][CH2:9][C:8]2=1)C=C.[CH:24]1[C:29](Cl)=CC=C(Cl)[CH:25]=1>>[CH2:29]([C:6]1[C:5]([OH:4])=[CH:17][CH:16]=[C:15]2[C:7]=1[C:8]1[CH2:9][CH2:10][CH2:11][CH:12]([CH2:18][C:19]([O:21][CH2:22][CH3:23])=[O:20])[C:13]=1[NH:14]2)[CH:24]=[CH2:25]. Procedure: The product of Step 3 (400 mg) is heated in dichlorobenzene at 210° C. for 10 hours. Evaporation of the solvent and chromatography of the residue over silica gel using EtOAc-hexane yields ethyl 5-allyl-6-hydroxy-1,2,3,4-tetrahydrocarbazol-1-ylacetate. The reactants are Cl (hydrochloric acid), C(C1=CC=CC=C1)(=O)N1C[C@H]2C=3C(=C(C=CC13)Br)C[C@H](C2)N(CCC)CCC ((+)(2aR,4S)-1-benzoyl-6-bromo-4-(di-n-propylamino)-1,2,2a,3,4,5-hexahydrobenz[cd]indole), solution, C(CCC)[Li] (n-butyllithium). The solvent is O1CCCC1 (tetrahydrofuran), CCCCCC (hexane). Run at temperature -78 celsius, time 30 minute. Yields the product BrC1=C2C=3[C@H](CNC3C=C1)C[C@@H](C2)N(CCC)CCC ((-)(2aR,4S)-6-bromo-4-(di-n-propylamino)-1,2,2a,3,4,5-hexahydrobenz[cd]indole). The yield is 98.1%. RXN SMILES: C([N:9]1[C:17]2[CH:16]=[CH:15][C:14]([Br:18])=[C:13]3[CH2:19][C@@H:20]([N:22]([CH2:26][CH2:27][CH3:28])[CH2:23][CH2:24][CH3:25])[CH2:21][C@H:11]([C:12]=23)[CH2:10]1)(=O)C1C=CC=CC=1.C([Li])CCC.Cl>O1CCCC1.CCCCCC>[Br:18][C:14]1[CH:15]=[CH:16][C:17]2[NH:9][CH2:10][C@@H:11]3[CH2:21][C@H:20]([N:22]([CH2:26][CH2:27][CH3:28])[CH2:23][CH2:24][CH3:25])[CH2:19][C:13]=1[C:12]=23. Procedure: To a stirred solution of 12.8 g (29 mmol) of (+)(2aR,4S)-1-benzoyl-6-bromo-4-(di-n-propylamino)-1,2,2a,3,4,5-hexahydrobenz[cd]indole in 200 ml of tetrahydrofuran cooled to -78° C. under a nitrogen atmosphere was added 20 ml (32 mmol) of a 1.6M solution of n-butyllithium in hexane. The reaction mixture was stirred at -78° C. for 30 minutes and then allowed to warm to -20° C. To the reaction mixture was added 50 ml of a 1N hydrochloric acid solution. The mixture was extracted once with diethyl eth...